The task is: describe an organic reaction: reactants, conditions, products, and yield. This data is from the Open Reaction Database (ORD), a public repository of structured organic reaction records. The reactants are O (water), N1C=NC=C1 (Imidazole), BrCCOCCOC (1-Bromo-2-(2-methoxyethoxy)-ethane), [H-].[Na+] (NaH). Solvent: CN(C)C=O (DMF). Conditions: temperature 80 celsius, time 8 hour. Yields the product COCCOCCN1C=NC=C1 (N-(2-(2-methoxyethoxy)ethyl)-imidazole). The yield is 70.0%. As a reaction SMILES: [NH:1]1[CH:5]=[CH:4][N:3]=[CH:2]1.[H-].[Na+].Br[CH2:9][CH2:10][O:11][CH2:12][CH2:13][O:14][CH3:15].O>CN(C=O)C>[CH3:15][O:14][CH2:13][CH2:12][O:11][CH2:10][CH2:9][N:1]1[CH:5]=[CH:4][N:3]=[CH:2]1 |f:1.2|. Procedure details: Imidazole 1 g (0.015 mol) was dissolved in dry DMF 50 mL under argon atmosphere. After a NaH mineral oil dispersion (60%) 0.68 g (0.017 mol) was added, the mixture was heated at 80° C. for 70 min. After cooling to room temperature, 1-Bromo-2-(2-methoxyethoxy)-ethane (1), 2.75 g (0.015 mol), was added, then stirred overnight. The reaction was poured into water, extracted by CHCl3, washed by water, dried over Na2SO4, then dried (Rotavap) until an oily residue remained. The crude product was purifi... Starting materials: Cl (HCl), C(#N)CC1(CN(C1)C(=O)OC(C)(C)C)N1N=CC(=C1)B1OC(C(O1)(C)C)(C)C (tert-butyl 3-(cyanomethyl)-3-[4-(4,4,5,5-tetramethyl-1,3,2-dioxaborolan-2-yl)-1H-pyrazol-1-yl]azetidine-1-carboxylate). Solvent: O1CCOCC1 (1,4-dioxane), C(Cl)Cl (methylene chloride). Run at time 8 hour. The product is Cl.CC1(OB(OC1(C)C)C=1C=NN(C1)C1(CNC1)CC#N)C ({3-[4-(4,4,5,5-Tetramethyl-1,3,2-dioxaborolan-2-yl)-1H-pyrazol-1-yl]azetidin-3-yl}acetonitrile hydrochloride), Cl (HCl). Reaction SMILES: [ClH:1].[C:2]([CH2:4][C:5]1([N:16]2[CH:20]=[C:19]([B:21]3[O:25][C:24]([CH3:27])([CH3:26])[C:23]([CH3:29])([CH3:28])[O:22]3)[CH:18]=[N:17]2)[CH2:8][N:7](C(OC(C)(C)C)=O)[CH2:6]1)#[N:3]>O1CCOCC1.C(Cl)Cl>[ClH:1].[CH3:28][C:23]1([CH3:29])[C:24]([CH3:26])([CH3:27])[O:25][B:21]([C:19]2[CH:18]=[N:17][N:16]([C:5]3([CH2:4][C:2]#[N:3])[CH2:6][NH:7][CH2:8]3)[CH:20]=2)[O:22]1.[ClH:1] |f:4.5|. Procedure: 4.0 N HCl in 1,4-dioxane (2.0 mL) was added to solution of tert-butyl 3-(cyanomethyl)-3-[4-(4,4,5,5-tetramethyl-1,3,2-dioxaborolan-2-yl)-1H-pyrazol-1-yl]azetidine-1-carboxylate (1.68 g, 4.33 mmol) in methylene chloride (10 mL). The reaction mixture was stirred at room temperature overnight, and then concentrated under reduced pressure to afford the desired product as HCl salt which was directly used in the next step reaction without further purification. LCMS cacld. for C14H22BN4O2 (M+1)+: m/z=2... Starting materials: FC=1C=C2CC(NC2=CC1)=O (5-fluoro-1,3-dihydro-indol-2-one), CO (methanol). Reagents/catalysts: [Ni] (Raney nickel). Product: FC=1C=C2C(C(NC2=CC1)=O)C (5-fluoro-3-methyl-1,3-dihydro-indol-2-one). As a reaction SMILES: [F:1][C:2]1[CH:3]=[C:4]2[C:8](=[CH:9][CH:10]=1)[NH:7][C:6](=[O:11])[CH2:5]2.[CH3:12]O>[Ni]>[F:1][C:2]1[CH:3]=[C:4]2[C:8](=[CH:9][CH:10]=1)[NH:7][C:6](=[O:11])[CH:5]2[CH3:12]. Procedure details: 3.0 g (20 mmol) 5-fluoro-1,3-dihydro-indol-2-one were stirred with 2.0 g Raney nickel in 50 mL methanol for 1.5 h at 200° C. in an autoclave. The catalyst was filtered off and the filtrate was concentrated to dryness by rotary evaporation. The residue was recrystallised from methanol, suction filtered and dried.